Dataset: the Open Reaction Database (ORD), a public repository of structured organic reaction records. Task: describe an organic reaction: reactants, conditions, products, and yield Reactants: C(C1=CC=CC=C1)OCCN1C2=C(C3=C([C@@H](C1=O)NC(CC(=O)O)=O)C=CC=C3)C=CC=C2 (N—[(S)-5-(2-benzyloxy-ethyl)-6-oxo-6,7-dihydro-5H-dibenzo[b,d]azepin-7-yl]-malonamic acid), FC(CCN)(F)F (3,3,3-trifluoropropylamine), solid. Product: C(C1=CC=CC=C1)OCCN1C2=C(C3=C([C@@H](C1=O)NC(CC(=O)NCCC(F)(F)F)=O)C=CC=C3)C=CC=C2 (N—[(S)-5-(2-Benzyloxy-ethyl)-6-oxo-6,7-dihydro-5H-dibenzo[b,d]azepin-7-yl]-N′-(3,3,3-trifluoro-propyl)-malonamide). RXN SMILES: [CH2:1]([O:8][CH2:9][CH2:10][N:11]1[C:17](=[O:18])[C@@H:16]([NH:19][C:20](=[O:25])[CH2:21][C:22](O)=[O:23])[C:15]2[CH:26]=[CH:27][CH:28]=[CH:29][C:14]=2[C:13]2[CH:30]=[CH:31][CH:32]=[CH:33][C:12]1=2)[C:2]1[CH:7]=[CH:6][CH:5]=[CH:4][CH:3]=1.[F:34][C:35]([F:40])([F:39])[CH2:36][CH2:37][NH2:38]>>[CH2:1]([O:8][CH2:9][CH2:10][N:11]1[C:17](=[O:18])[C@@H:16]([NH:19][C:20](=[O:25])[CH2:21][C:22]([NH:38][CH2:37][CH2:36][C:35]([F:40])([F:39])[F:34])=[O:23])[C:15]2[CH:26]=[CH:27][CH:28]=[CH:29][C:14]=2[C:13]2[CH:30]=[CH:31][CH:32]=[CH:33][C:12]1=2)[C:2]1[CH:3]=[CH:4][CH:5]=[CH:6][CH:7]=1. Procedure: Using N—[(S)-5-(2-benzyloxy-ethyl)-6-oxo-6,7-dihydro-5H-dibenzo[b,d]azepin-7-yl]-malonamic acid and 3,3,3-trifluoropropylamine, the title compound was prepared in the same manner as described for example 1c. Colorless, waxy solid (90%). MS: m/e=540(M+H+). Starting materials: CCOC(C(=O)OC)C(CCCc1ccc(Oc2ccccc2)c(F)c1)C(=O)NC(C(=O)NC(C)c1ccccc1)C(C)(C)C, CO, [Li+], [OH-], O, O, O=C(O)CC(O)(CC(=O)O)C(=O)O. Product: CCOC(C(=O)O)C(CCCc1ccc(Oc2ccccc2)c(F)c1)C(=O)NC(C(=O)NC(C)c1ccccc1)C(C)(C)C. RXN SMILES: [CH3:4][C:5]([CH:6]([C:7](=[O:8])[NH:9][CH:10]([CH3:11])[c:12]1[cH:13][cH:14][cH:15][cH:16][cH:17]1)[NH:18][C:19](=[O:20])[CH:21]([CH:22]([C:23](=[O:24])[O:25][CH3:26])[O:27][CH2:28][CH3:29])[CH2:30][CH2:31][CH2:32][c:33]1[cH:34][c:35]([F:46])[c:36]([O:39][c:40]2[cH:41][cH:42][cH:43][cH:44][cH:45]2)[cH:37][cH:38]1)([CH3:47])[CH3:48].[CH3:63][OH:64].[Li+:3].[OH-:2].[OH2:1].[OH2:49].[OH:50][C:51]([CH2:52][C:53]([C:54](=[O:55])[OH:56])([CH2:57][C:58](=[O:59])[OH:60])[OH:61])=[O:62]>>[CH3:4][C:5]([CH:6]([C:7](=[O:8])[NH:9][CH:10]([CH3:11])[c:12]1[cH:13][cH:14][cH:15][cH:16][cH:17]1)[NH:18][C:19](=[O:20])[CH:21]([CH:22]([C:23](=[O:24])[OH:25])[O:27][CH2:28][CH3:29])[CH2:30][CH2:31][CH2:32][c:33]1[cH:34][c:35]([F:46])[c:36]([O:39][c:40]2[cH:41][cH:42][cH:43][cH:44][cH:45]2)[cH:37][cH:38]1)([CH3:47])[CH3:48]. Starting materials: BrCC(=O)OCC (ethyl bromoacetate), C([O-])([O-])=O.[K+].[K+] (potassium carbonate), OC1=C2CCCC(C2=C2CCCCC2=C1)=O (1,2,3,4,7,8-Hexahydro-9-hydroxy-5(6H)-phenanthrenone). Solvent: CC(CC)=O (butanone). The product is C1CCCC2=C3C(CCCC3=C(C=C12)OCC(=O)OCC)=O (Ethyl (1,2,3,4,7,8-hexahydro-5(6H)-phenanthrenon-9-yl)oxyacetate). Reaction SMILES: [OH:1][C:2]1[CH:15]=[C:14]2[C:9]([CH2:10][CH2:11][CH2:12][CH2:13]2)=[C:8]2[C:3]=1[CH2:4][CH2:5][CH2:6][C:7]2=[O:16].Br[CH2:18][C:19]([O:21][CH2:22][CH3:23])=[O:20].C(=O)([O-])[O-].[K+].[K+]>CC(=O)CC>[CH2:13]1[C:14]2[C:9](=[C:8]3[C:3](=[C:2]([O:1][CH2:18][C:19]([O:21][CH2:22][CH3:23])=[O:20])[CH:15]=2)[CH2:4][CH2:5][CH2:6][C:7]3=[O:16])[CH2:10][CH2:11][CH2:12]1 |f:2.3.4|. Reported procedure: 40.44 g (0.19 mol) of the compound from Example 6 is heated to reflux with 38.64 g (0.23 mol) of ethyl bromoacetate and 31.97 g (0.23 mol) of potassium carbonate in 190 ml of butanone for 5 h. After cooling, the precipitate is filtered off and washed well with acetone and the solution is evaporated. The residue is taken up in 100 ml of CH2Cl2, shaken 3 times with 50 ml of 10% strength NaOH solution each time, dried over Na2SO4 and evaporated. The residue is dried in a high vacuum. Starting materials: CS(=O)(=O)Cl (methanesulfonyl chloride), O1C(CCCC1)O[C@@H](CO)C[C@H](CCCC)C ((2R,4S)-2-Tetrahydropyranyloxy-4-methyloctanol), ice water. Solvent: N1=CC=CC=C1 (pyridine). Reaction conditions: time 1 hour. Yields the product CS(=O)(=O)OC[C@@H](C[C@H](CCCC)C)OC1OCCCC1 ((2R,4S)-2-Tetrahydropyranyloxy-4-methyloctyl methanesulfonate). The yield is 87.3%. As a reaction SMILES: [O:1]1[CH2:6][CH2:5][CH2:4][CH2:3][CH:2]1[O:7][C@H:8]([CH2:11][C@@H:12]([CH3:17])[CH2:13][CH2:14][CH2:15][CH3:16])[CH2:9][OH:10].[CH3:18][S:19](Cl)(=[O:21])=[O:20]>N1C=CC=CC=1>[CH3:18][S:19]([O:10][CH2:9][C@H:8]([O:7][CH:2]1[CH2:3][CH2:4][CH2:5][CH2:6][O:1]1)[CH2:11][C@@H:12]([CH3:17])[CH2:13][CH2:14][CH2:15][CH3:16])(=[O:21])=[O:20]. Procedure: A mixture of 1.51 g of (2R,4S)-2-tetrahydropyranyloxy-4-methyloctanol obtained in Step 9 and 15 ml of pyridine was kept at -5° C., and 1.06 g of methanesulfonyl chloride was added thereto, followed by stirring at that temperature for 1 hour. The reaction mixture was poured into ice-water and extracted with diethyl ether. The extract was adjusted to pH 5 with 1% hydrochloric acid, washed with water, dried, and distilled to remove the solvent to obtain 1.74 g (77.81%) of the titled compound. Reactants: C([O-])([O-])=O.[Na+].[Na+] (sodium carbonate), C1(=CC=CC=C1)S(=O)(=O)NC=1C=C2C(CCOC2=CC1)=C1CCN(CC1)C(=O)OCC1=CC=CC=C1 (benzyl 4-{6-[(phenylsulfonyl)amino]-2,3-dihydro-4H-chromen-4-ylidene}piperidine-1-carboxylate), Cl (hydrochloric acid), [OH-].[Na+] (sodium hydroxide). Solvent: C(Cl)(Cl)Cl (chloroform), C(C)O (ethanol). The product is O.N1CCC(CC1)C1=CCOC2=CC=C(C=C12)NS(=O)(=O)C1=CC=CC=C1.N1CCC(CC1)C1=CCOC2=CC=C(C=C12)NS(=O)(=O)C1=CC=CC=C1 (N(4-Piperidin-4-yl-2H-chromen-6-yl)benzenesulfonamide Hemihydrate). Yield: 20.0%. RXN SMILES: [C:1]1([S:7]([NH:10][C:11]2[CH:12]=[C:13]3[C:18](=[CH:19][CH:20]=2)[O:17][CH2:16][CH2:15][C:14]3=[C:21]2[CH2:26][CH2:25][N:24](C(OCC3C=CC=CC=3)=O)[CH2:23][CH2:22]2)(=[O:9])=[O:8])[CH:6]=[CH:5][CH:4]=[CH:3][CH:2]=1.Cl.[OH-].[Na+].C(=O)([O-])[O-].[Na+].[Na+]>C(Cl)(Cl)Cl.C(O)C>[OH2:8].[NH:24]1[CH2:23][CH2:22][CH:21]([C:14]2[C:13]3[C:18](=[CH:19][CH:20]=[C:11]([NH:10][S:7]([C:1]4[CH:2]=[CH:3][CH:4]=[CH:5][CH:6]=4)(=[O:9])=[O:8])[CH:12]=3)[O:17][CH2:16][CH:15]=2)[CH2:26][CH2:25]1.[NH:24]1[CH2:23][CH2:22][CH:21]([C:14]2[C:13]3[C:18](=[CH:19][CH:20]=[C:11]([NH:10][S:7]([C:1]4[CH:2]=[CH:3][CH:4]=[CH:5][CH:6]=4)(=[O:9])=[O:8])[CH:12]=3)[O:17][CH2:16][CH:15]=2)[CH2:26][CH2:25]1 |f:2.3,4.5.6,9.10.11|. Reported procedure: A mixture of benzyl 4-{6-[(phenylsulfonyl)amino]-2,3-dihydro-4H-chromen-4-ylidene}piperidine-1-carboxylate (500 mg, 1 mmol), ethanol (2 mL) and 6N hydrochloric acid (18 mL) is heated at reflux temperature for 2 hours, cooled to 0°-5° C., treated with 6N sodium hydroxide (14 mL) with cooling, then with saturated aqueous sodium carbonate to pH 9 and with chloroform. The organic phase is dried over MgSO4 and concentrated in vacuo. The resultant residue is crystallized from ethanol to afford the tit... Run in C(C)O (ethanol), C(C)O (ethanol). Product: CC=1C=C(NC(=O)CC2=CC=C(OC(C(=O)O)CC)C=C2)C=C(C1)C (4-[[(3,5-dimethylanilino)carbonyl]methyl]phenoxyl-butanoic acid). Reactants: (±)20, CC=1C=C(NC(=O)CC2=CC=C(OC(C(=O)O)C)C=C2)C=C(C1)C ((+)-2-[4-[[(3,5-dimethylanilino)carbonyl]methyl]phenoxy]-propionic acid), CO (methanol), CO (methanol), C=C[C@H]1CN2CC[C@H]1C[C@H]2[C@@H](C=3C=CN=C4C3C=CC=C4)O (cinchonidine). Procedure: Following the same procedure as described for (−) (18), cinchonidine (8.61 g, 29.3 mmol) in hot ethanol (175 mL) was added to a solution of (±)20 (10.0 g, 29.3 mmol) in hot ethanol. The solution was allowed to cool to room temperature and a portion of the solvent was removed under reduced pressure. Crystals obtained were collected by filtration, 6.6 g, mp 204-205° C. The optical rotation was measured at 21° C.: [α]D−73.3° (c=0.5, methanol). The salt was recrystallized from ethanol to give fluffy... Reaction SMILES: [CH3:1][C:2]1[CH:3]=[C:4]([CH:21]=[C:22]([CH3:24])[CH:23]=1)[NH:5][C:6]([CH2:8][C:9]1[CH:20]=[CH:19][C:12]([O:13][CH:14]([CH3:18])[C:15]([OH:17])=[O:16])=[CH:11][CH:10]=1)=[O:7].[CH2:25]=C[C@@H]1[C@@H]2C[C@@H]([C@H](O)C3C=CN=C4C=CC=CC=34)N(CC2)C1.CO>C(O)C>[CH3:24][C:22]1[CH:21]=[C:4]([CH:3]=[C:2]([CH3:1])[CH:23]=1)[NH:5][C:6]([CH2:8][C:9]1[CH:10]=[CH:11][C:12]([O:13][CH:14]([CH2:18][CH3:25])[C:15]([OH:17])=[O:16])=[CH:19][CH:20]=1)=[O:7]. Reactants: Cl.ClC1=CC=C(CN(N)C2=CC=C(C=C2)C)C=C1 (1-(4-chlorobenzyl)-1-(4-methylphenyl)hydrazine hydrochloride), CCOC(=O)CC1CCCCC1=O (ethyl 2-cyclohexanone acetate). Yields the product ClC1=CC=C(CN2C3=CC=C(C=C3C=3CCCC(C23)CC(=O)O)C)C=C1 (9-p-chlorobenzyl-6-methyl-1,2,3,4-tetrahydrocarbazol-1-yl-acetic acid). RXN SMILES: Cl.[Cl:2][C:3]1[CH:18]=[CH:17][C:6]([CH2:7][N:8]([C:10]2[CH:15]=[CH:14][C:13]([CH3:16])=[CH:12][CH:11]=2)N)=[CH:5][CH:4]=1.CC[O:21][C:22]([CH2:24][CH:25]1[C:30](=O)[CH2:29][CH2:28][CH2:27][CH2:26]1)=[O:23]>>[Cl:2][C:3]1[CH:18]=[CH:17][C:6]([CH2:7][N:8]2[C:26]3[CH:25]([CH2:24][C:22]([OH:23])=[O:21])[CH2:30][CH2:29][CH2:28][C:27]=3[C:15]3[C:10]2=[CH:11][CH:12]=[C:13]([CH3:16])[CH:14]=3)=[CH:5][CH:4]=1 |f:0.1|. Reported procedure: Following the procedure of Example 1, but using 1-(4-chlorobenzyl)-1-(4-methylphenyl)hydrazine hydrochloride and ethyl 2-cyclohexanone acetate as starting materials, the title compound was prepared.